Dataset: the Open Reaction Database (ORD), a public repository of structured organic reaction records. Task: describe an organic reaction: reactants, conditions, products, and yield Starting materials: O (water), CC=1C(=NC(=NC1)SC)C=1SC=CC1 (5-Methyl-2-(methylthio)-4-(thiophen-2-yl)pyrimidine), OOS(=O)[O-].[K+] (Oxone). Run in CC(=O)C (acetone). Run at time 8 hour. The product is CC=1C(=NC(=NC1)S(=O)(=O)C)C=1SC=CC1 (5-Methyl-2-(methylsulfonyl)-4-(thiophen-2-yl)pyrimidine). As a reaction SMILES: [CH3:1][C:2]1[C:3]([C:10]2[S:11][CH:12]=[CH:13][CH:14]=2)=[N:4][C:5]([S:8][CH3:9])=[N:6][CH:7]=1.[OH2:15].[OH:16]OS([O-])=O.[K+]>CC(C)=O>[CH3:1][C:2]1[C:3]([C:10]2[S:11][CH:12]=[CH:13][CH:14]=2)=[N:4][C:5]([S:8]([CH3:9])(=[O:16])=[O:15])=[N:6][CH:7]=1 |f:2.3|. Reported procedure: 5-Methyl-2-(methylthio)-4-(thiophen-2-yl)pyrimidine (0.15 g, 0.67 mmol) was dissolved in acetone (10 mL) and then water (10 mL) was added. Oxone (1.2 g, 2.02 mmol) was added in small portions to the reaction mixture, which was allowed to stir overnight at ambient temperature. The white precipitate that formed during the course of the reaction was collected by suction filtration and washed several times with water and then dried in a vacuum oven at 60° C. Yield=0.12 g. MS (M+H)+ 255. Reactants: COC(=O)C(CC#Cc1ccc(NCc2ccccc2F)cc1)NC(=O)OC(C)(C)C, ClCCl, N, O. Yields the product COC(=O)C(N)CC#Cc1ccc(NCc2ccccc2F)cc1. As a reaction SMILES: [CH3:1][C:2]([O:3][C:4](=[O:5])[NH:8][CH:9]([C:10](=[O:11])[O:12][CH3:13])[CH2:14][C:15]#[C:16][c:17]1[cH:18][cH:19][c:20]([NH:23][CH2:24][c:25]2[c:26]([F:31])[cH:27][cH:28][cH:29][cH:30]2)[cH:21][cH:22]1)([CH3:6])[CH3:7].[Cl:33][CH2:34][Cl:35].[NH3:32].[OH2:36]>>[NH2:8][CH:9]([C:10](=[O:11])[O:12][CH3:13])[CH2:14][C:15]#[C:16][c:17]1[cH:18][cH:19][c:20]([NH:23][CH2:24][c:25]2[c:26]([F:31])[cH:27][cH:28][cH:29][cH:30]2)[cH:21][cH:22]1. Reactants: O=C([O-])[O-], Cc1ccc(-c2nc(C)c(C)cc2O)nc1, CN(C)c1ccncc1, CS(C)=O, COc1cc2nccc(Cl)c2cc1OC, [Cs+], [Cs+], [Cs+], [F-], O. Product: COc1cc2nccc(Oc3cc(C)c(C)nc3-c3ccc(C)cn3)c2cc1OC. Reaction SMILES: [C:32](=[O:33])([O-:34])[O-:35].[CH3:1][c:2]1[cH:3][c:4]([OH:16])[c:5](-[c:9]2[n:10][cH:11][c:12]([CH3:15])[cH:13][cH:14]2)[n:6][c:7]1[CH3:8].[CH3:40][N:41]([c:42]1[cH:43][cH:44][n:45][cH:46][cH:47]1)[CH3:48].[CH3:50][S:51](=[O:52])[CH3:53].[Cl:17][c:18]1[cH:19][cH:20][n:21][c:22]2[cH:23][c:24]([O:30][CH3:31])[c:25]([O:28][CH3:29])[cH:26][c:27]12.[Cs+:36].[Cs+:37].[Cs+:39].[F-:38].[OH2:49]>>[CH3:1][c:2]1[cH:3][c:4]([O:16][c:18]2[cH:19][cH:20][n:21][c:22]3[cH:23][c:24]([O:30][CH3:31])[c:25]([O:28][CH3:29])[cH:26][c:27]23)[c:5](-[c:9]2[n:10][cH:11][c:12]([CH3:15])[cH:13][cH:14]2)[n:6][c:7]1[CH3:8]. The reactants are S1C=NC(=C1)CC(=O)O (4-thiazoleacetic acid), S1C=NC(=C1)C(=O)O (4-thiazolecarboxylic acid), CO (methanol), C(C)(=O)OCC (ethyl acetate). The product is CCCCCCCCC (nonane). As a reaction SMILES: S1[CH:5]=[C:4]([CH2:6][C:7](O)=O)N=C1.S1[CH:14]=[C:13]([C:15](O)=O)N=C1.CO.[C:20](OCC)(=O)[CH3:21]>>[CH3:7][CH2:6][CH2:4][CH2:5][CH2:15][CH2:13][CH2:14][CH2:20][CH3:21]. Procedure details: Following the procedure of Example 1, 2- 4-fluorobenzoyl!amino!-4-thiazoleacetic acid (1.10 g, 3.93 mmol) was allowed to react with N-(4-aminobutyl)-3-azabicyclo 3.2.2.!-nonane (0.77 g, 3.13 mmol) for 24 hours to give after flash column chromatography on silica gel eluting with 15% methanol in ethyl acetate, the title compound (0.79 g, 57%). The hydrochloride salt was prepared with ethereal HCl to give a tan powder after recrystallization from ethyl acetate and hexane: m.p. 220°-222° C. Reaction SMILES: [Cl:1][C:2]1[C:7]([CH3:8])=[C:6](Cl)[N:5]=[CH:4][N:3]=1.C([Sn](CCCC)(CCCC)[C:15]([O:17][CH2:18][CH3:19])=[CH2:16])CCC.[F-].[K+].C(OCC)C>CN(C)C=O.Cl[Pd](Cl)([P](C1C=CC=CC=1)(C1C=CC=CC=1)C1C=CC=CC=1)[P](C1C=CC=CC=1)(C1C=CC=CC=1)C1C=CC=CC=1>[Cl:1][C:2]1[C:7]([CH3:8])=[C:6]([C:15]([O:17][CH2:18][CH3:19])=[CH2:16])[N:5]=[CH:4][N:3]=1 |f:2.3,^1:42,61|. Product: ClC1=NC=NC(=C1C)C(=C)OCC (4-chloro-6-[1-(ethyloxy)ethenyl]-5-methylpyrimidine). Procedure: 4,6-Dichloro-5-methylpyrimidine (2.0 g, 12.27 mmol), bis(triphenylphosphine)palladium(II) chloride (0.172 g, 0.245 mmol) and tributyl[1-(ethyloxy)ethenyl]stannane (4.48 ml, 13.25 mmol) were added together in N,N-dimethylformamide (DMF) (45.8 ml) and the resulting mixture was heated at 80° C. under argon for 18 hours. The reaction mixture was allowed to cool to room temperature and poured into an aqueous solution of potassium fluoride (10.4 g in 104 ml water). Diethyl ether (146 ml) was added and... The solvent is CN(C=O)C (N,N-dimethylformamide). Reaction conditions: temperature 80 celsius. The yield is 61.1%. Reagents/catalysts: Cl[Pd]([P](C1=CC=CC=C1)(C2=CC=CC=C2)C3=CC=CC=C3)([P](C4=CC=CC=C4)(C5=CC=CC=C5)C6=CC=CC=C6)Cl (bis(triphenylphosphine)palladium(II) chloride). Reactants: ClC1=NC=NC(=C1C)Cl (4,6-Dichloro-5-methylpyrimidine), C(CCC)[Sn](C(=C)OCC)(CCCC)CCCC (tributyl[1-(ethyloxy)ethenyl]stannane), C(C)OCC (Diethyl ether), [F-].[K+] (potassium fluoride). Starting materials: COC1=C(C=CC=C1)C1=C(C=CC(=C1)[N+](=O)[O-])S(=O)(=O)C1=C(C=C(C=C1)[N+](=O)[O-])C1=C(C=CC=C1)OC (2-methoxyphenyl-4-nitrophenyl sulfone), stannous chloride, C(C)O (ethanol), [OH-].[Na+] (NaOH). Reaction conditions: temperature 50 celsius, time 30 minute. Product: COC1=C(C=CC=C1)S(=O)(=O)C1=CC=C(C=C1)N (4-(2-Methoxyphenylsulfonyl)benzenamine). The yield is 49.0%. Reaction SMILES: COC1C=CC=CC=1[C:9]1[CH:14]=[C:13]([N+]([O-])=O)[CH:12]=[CH:11][C:10]=1[S:18]([C:21]1[CH:26]=[CH:25][C:24]([N+:27]([O-])=O)=[CH:23][C:22]=1C1C=CC=CC=1OC)(=[O:20])=[O:19].[OH-].[Na+].[CH2:40]([OH:42])C>>[CH3:40][O:42][C:9]1[CH:14]=[CH:13][CH:12]=[CH:11][C:10]=1[S:18]([C:21]1[CH:22]=[CH:23][C:24]([NH2:27])=[CH:25][CH:26]=1)(=[O:19])=[O:20] |f:1.2|. Procedure details: To a stirred slurry of 2-methoxyphenyl-4-nitrophenyl sulfone (12.36 g, 4.2 mmol) and 90 mL of absolute ethanol was added stannous chloride dehydrate (47.4 g, 21 mmol) in one portion. The mixture was heated to 50° C. where an exothermic reaction caused the solution to strongly reflux. The mixture was allowed to stir at ambient temperature for 30 min., poured onto ice-water and made strongly basic by the addition of 350 mL of 15% NaOH. The mixture was extracted with methylene chloride (3×275 mL, t... The reactants are CCOC(=O)C(=NOC1CC1(F)Br)C1(C)OCCO1, CCCC[SnH](CCCC)CCCC, CC(C)(C#N)N=NC(C)(C)C#N, c1ccccc1. Yields the product CCOC(=O)C(=NOC1CC1F)C1(C)OCCO1. Reaction SMILES: [Br:1][C:2]1([F:19])[CH:3]([O:5][N:6]=[C:7]([C:8](=[O:9])[O:10][CH2:11][CH3:12])[C:13]2([CH3:14])[O:15][CH2:16][CH2:17][O:18]2)[CH2:4]1.[CH2:20]([SnH:21]([CH2:22][CH2:23][CH2:24][CH3:25])[CH2:26][CH2:27][CH2:28][CH3:29])[CH2:30][CH2:31][CH3:32].[N:33]([C:34]([CH3:35])([CH3:36])[C:37]#[N:38])=[N:39][C:40]([CH3:41])([CH3:42])[C:43]#[N:44].[cH:45]1[cH:46][cH:47][cH:48][cH:49][cH:50]1>>[CH:2]1([F:19])[CH:3]([O:5][N:6]=[C:7]([C:8](=[O:9])[O:10][CH2:11][CH3:12])[C:13]2([CH3:14])[O:15][CH2:16][CH2:17][O:18]2)[CH2:4]1.